describe an organic reaction: reactants, conditions, products, and yield From a dataset of the Open Reaction Database (ORD), a public repository of structured organic reaction records. The reactants are C1CCOC1, [H][H], CC(N)c1cccc([N+](=O)[O-])c1. Product: CC(N)c1cccc(N)c1. Reaction SMILES: [CH2:15]1[O:16][CH2:17][CH2:18][CH2:19]1.[H:13][H:14].[N+:1]([O-:2])(=[O:3])[c:4]1[cH:5][c:6]([CH:10]([CH3:11])[NH2:12])[cH:7][cH:8][cH:9]1>>[NH2:1][c:4]1[cH:5][c:6]([CH:10]([CH3:11])[NH2:12])[cH:7][cH:8][cH:9]1.